Dataset: the Open Reaction Database (ORD), a public repository of structured organic reaction records. Task: describe an organic reaction: reactants, conditions, products, and yield Reactants: CO, [N-]=[N+]=NCc1cn(-c2ccc(I)cc2)cn1. Yields the product NCc1cn(-c2ccc(I)cc2)cn1. As a reaction SMILES: [CH3:17][OH:18].[N:1](=[N+:2]=[N-:3])[CH2:4][c:5]1[n:6][cH:7][n:8](-[c:10]2[cH:11][cH:12][c:13]([I:16])[cH:14][cH:15]2)[cH:9]1>>[NH2:1][CH2:4][c:5]1[n:6][cH:7][n:8](-[c:10]2[cH:11][cH:12][c:13]([I:16])[cH:14][cH:15]2)[cH:9]1. Reactants: CCN1C(=O)CC(C)(C)c2cc(C)c(Br)cc21, CCO, COc1ccc(C=O)cc1B(O)O, Cc1ccccc1, [K+], [K+], O=C([O-])[O-], c1ccc(P(c2ccccc2)(c2ccccc2)[Pd](P(c2ccccc2)(c2ccccc2)c2ccccc2)(P(c2ccccc2)(c2ccccc2)c2ccccc2)P(c2ccccc2)(c2ccccc2)c2ccccc2)cc1. Yields the product CCN1C(=O)CC(C)(C)c2cc(C)c(-c3cc(C=O)ccc3OC)cc21. As a reaction SMILES: [Br:1][c:2]1[c:3]([CH3:17])[cH:4][c:5]2[c:10]([cH:11]1)[N:9]([CH2:12][CH3:13])[C:8](=[O:14])[CH2:7][C:6]2([CH3:15])[CH3:16].[CH3:121][CH2:122][OH:123].[CH3:18][O:19][c:20]1[c:21]([B:28]([OH:29])[OH:30])[cH:22][c:23]([CH:26]=[O:27])[cH:24][cH:25]1.[CH3:31][c:32]1[cH:33][cH:34][cH:35][cH:36][cH:37]1.[K+:38].[K+:39].[O-:40][C:41]([O-:42])=[O:43].[cH:44]1[cH:45][cH:46][c:47]([P:48]([Pd:49]([P:50]([c:51]2[cH:52][cH:53][cH:54][cH:55][cH:56]2)([c:57]2[cH:58][cH:59][cH:60][cH:61][cH:62]2)[c:63]2[cH:64][cH:65][cH:66][cH:67][cH:68]2)([P:69]([c:70]2[cH:71][cH:72][cH:73][cH:74][cH:75]2)([c:76]2[cH:77][cH:78][cH:79][cH:80][cH:81]2)[c:82]2[cH:83][cH:84][cH:85][cH:86][cH:87]2)[P:88]([c:89]2[cH:90][cH:91][cH:92][cH:93][cH:94]2)([c:95]2[cH:96][cH:97][cH:98][cH:99][cH:100]2)[c:101]2[cH:102][cH:103][cH:104][cH:105][cH:106]2)([c:107]2[cH:108][cH:109][cH:110][cH:111][cH:112]2)[c:113]2[cH:114][cH:115][cH:116][cH:117][cH:118]2)[cH:119][cH:120]1>>[c:2]1(-[c:21]2[c:20]([O:19][CH3:18])[cH:25][cH:24][c:23]([CH:26]=[O:27])[cH:22]2)[c:3]([CH3:17])[cH:4][c:5]2[c:10]([cH:11]1)[N:9]([CH2:12][CH3:13])[C:8](=[O:14])[CH2:7][C:6]2([CH3:15])[CH3:16]. Run at time 8 hour. Isolated yield 0.1%. Starting materials: ice water, OC1=C(C(=CC2=CC=CC=C12)C)C#N (1-hydroxy-3-methyl-2-naphthonitrile), C([O-])([O-])=O.[K+].[K+] (potassium carbonate), IC (iodomethane). Reaction SMILES: [OH:1][C:2]1[C:11]2[C:6](=[CH:7][CH:8]=[CH:9][CH:10]=2)[CH:5]=[C:4]([CH3:12])[C:3]=1[C:13]#[N:14].[C:15](=O)([O-])[O-].[K+].[K+].IC>CN(C=O)C>[CH3:15][O:1][C:2]1[C:11]2[C:6](=[CH:7][CH:8]=[CH:9][CH:10]=2)[CH:5]=[C:4]([CH3:12])[C:3]=1[C:13]#[N:14] |f:1.2.3|. The product is COC1=C(C(=CC2=CC=CC=C12)C)C#N (1-Methoxy-3-methyl-2-naphthonitrile). Procedure details: The suspension of 1-hydroxy-3-methyl-2-naphthonitrile (47.23 g), potassium carbonate (71.3 g), iodomethane (100 ml), and DMF (250 ml) was-stirred overnight at ambient temperature. The reaction mixture was poured into ice-water and extracted with ethyl acetate. The organic layer was washed with water, dried, and concentrated. The residue was recrystallized from water/methanol to give the titled compound (50 mg). Run in CN(C)C=O (DMF). The reactants are product, C(=O)C1(CCSC=2N(C3=CC=CC=C3C21)C)C (4-Formyl-4,9-dimethyl-2,3,4,9-tetrahydrothiopyrano[2,3-b]indole), solution, CN (methylamine). Run in C1=CC=CC=C1 (benzene), CO (methanol). Run at time 2 hour. Product: CC1(CCSC=2N(C3=CC=CC=C3C21)C)C=NC (4,9-dimethyl-4-methyliminomethyl-2,3,4,9-tetrahydrothiopyrano[2,3-b]indole). RXN SMILES: [CH:1]([C:3]1([CH3:17])[C:15]2[C:14]3[C:9](=[CH:10][CH:11]=[CH:12][CH:13]=3)[N:8]([CH3:16])[C:7]=2[S:6][CH2:5][CH2:4]1)=O.[CH3:18][NH2:19]>C1C=CC=CC=1.CO>[CH3:17][C:3]1([CH:1]=[N:19][CH3:18])[C:15]2[C:14]3[C:9](=[CH:10][CH:11]=[CH:12][CH:13]=3)[N:8]([CH3:16])[C:7]=2[S:6][CH2:5][CH2:4]1. Procedure details: To a solution of the product (2.0 g) of the above (1) in benzene (20 ml) is added a 30% solution (14 ml) of methylamine in methanol. The solution is stirred for 2 hours and evaporated to give 4,9-dimethyl-4-methyliminomethyl-2,3,4,9-tetrahydrothiopyrano[2,3-b]indole (IR: νmaxCHCl3 1660 cm-1). The product is dissolved in methanol (20 ml) and sodium borohydride (930 mg) is added thereto on ice bath. The mixture is stirred at room temperature for 1 hour and evaporated to remove the solvent. The res... The reactants are CC(=O)N1CC(O)CC1C(=O)N1CCCN(C2CCC2)CC1, Fc1cccc(I)c1. The product is CC(=O)N1CC(Oc2cccc(F)c2)CC1C(=O)N1CCCN(C2CCC2)CC1. As a reaction SMILES: [CH:9]1([N:13]2[CH2:14][CH2:15][N:16]([C:20](=[O:21])[CH:22]3[N:23]([C:28]([CH3:29])=[O:30])[CH2:24][CH:25]([OH:27])[CH2:26]3)[CH2:17][CH2:18][CH2:19]2)[CH2:10][CH2:11][CH2:12]1.[F:1][c:2]1[cH:3][c:4]([I:8])[cH:5][cH:6][cH:7]1>>[F:1][c:2]1[cH:3][c:4]([O:27][CH:25]2[CH2:24][N:23]([C:28]([CH3:29])=[O:30])[CH:22]([C:20]([N:16]3[CH2:15][CH2:14][N:13]([CH:9]4[CH2:10][CH2:11][CH2:12]4)[CH2:19][CH2:18][CH2:17]3)=[O:21])[CH2:26]2)[cH:5][cH:6][cH:7]1. Starting materials: C1CCOC1, COc1ccc(C(OCC2OC(n3ccc(=O)[nH]c3=O)C(O)C2O)(c2ccccc2)c2ccc(OC)cc2)cc1, COc1ccc(C(OCC2OC(n3ccc(=O)[nH]c3=O)C(OC(=O)Nc3ccccc3)C2O)(c2ccccc2)c2ccc(OC)cc2)cc1, Cl[Cu]Cl, O=C=Nc1ccccc1, c1ccc(C2COC(c3cccc(C4=NC(c5ccccc5)CO4)n3)=N2)cc1. Yields the product COc1ccc(C(OCC2OC(n3ccc(=O)[nH]c3=O)C(O)C2OC(=O)Nc2ccccc2)(c2ccccc2)c2ccc(OC)cc2)cc1. As a reaction SMILES: [CH2:130]1[O:131][CH2:132][CH2:133][CH2:134]1.[CH3:29][O:30][c:31]1[cH:32][cH:33][c:34]([C:37]([O:38][CH2:39][CH:40]2[CH:41]([OH:54])[CH:42]([OH:53])[CH:43]([n:45]3[c:46](=[O:47])[nH:48][c:49](=[O:50])[cH:51][cH:52]3)[O:44]2)([c:55]2[cH:56][cH:57][cH:58][cH:59][cH:60]2)[c:61]2[cH:62][cH:63][c:64]([O:67][CH3:68])[cH:65][cH:66]2)[cH:35][cH:36]1.[CH3:78][O:79][c:80]1[cH:81][cH:82][c:83]([C:84]([c:85]2[cH:86][cH:87][c:88]([O:89][CH3:90])[cH:91][cH:92]2)([c:93]2[cH:94][cH:95][cH:96][cH:97][cH:98]2)[O:99][CH2:100][CH:101]2[O:102][CH:103]([n:104]3[cH:105][cH:106][c:107](=[O:108])[nH:109][c:110]3=[O:111])[CH:112]([O:113][C:114](=[O:115])[NH:116][c:117]3[cH:118][cH:119][cH:120][cH:121][cH:122]3)[CH:123]2[OH:124])[cH:125][cH:126]1.[Cu:127]([Cl:128])[Cl:129].[O:69]=[C:70]=[N:71][c:72]1[cH:73][cH:74][cH:75][cH:76][cH:77]1.[c:1]1([CH:2]2[CH2:3][O:4][C:5]([c:6]3[cH:7][cH:8][cH:9][c:10]([C:11]4=[N:21][CH:14]([c:15]5[cH:16][cH:17][cH:18][cH:19][cH:20]5)[CH2:13][O:12]4)[n:22]3)=[N:23]2)[cH:24][cH:25][cH:26][cH:27][cH:28]1>>[CH3:29][O:30][c:31]1[cH:32][cH:33][c:34]([C:37]([O:38][CH2:39][CH:40]2[CH:41]([O:54][C:70](=[O:69])[NH:71][c:72]3[cH:73][cH:74][cH:75][cH:76][cH:77]3)[CH:42]([OH:53])[CH:43]([n:45]3[c:46](=[O:47])[nH:48][c:49](=[O:50])[cH:51][cH:52]3)[O:44]2)([c:55]2[cH:56][cH:57][cH:58][cH:59][cH:60]2)[c:61]2[cH:62][cH:63][c:64]([O:67][CH3:68])[cH:65][cH:66]2)[cH:35][cH:36]1. The reactants are ClCCl, CC1(C)C(C(=O)O)=Nc2ccc3ccccc3c21, Oc1ccccc1. Product: CC1(C)C(C(=O)Oc2ccccc2)=Nc2ccc3ccccc3c21. As a reaction SMILES: [CH2:26]([Cl:27])[Cl:28].[CH3:1][C:2]1([CH3:18])[C:3]([C:15](=[O:16])[OH:17])=[N:4][c:5]2[cH:6][cH:7][c:8]3[c:9]([c:10]21)[cH:11][cH:12][cH:13][cH:14]3.[OH:19][c:20]1[cH:21][cH:22][cH:23][cH:24][cH:25]1>>[CH3:1][C:2]1([CH3:18])[C:3]([C:15]([O:16][c:20]2[cH:21][cH:22][cH:23][cH:24][cH:25]2)=[O:17])=[N:4][c:5]2[cH:6][cH:7][c:8]3[c:9]([c:10]21)[cH:11][cH:12][cH:13][cH:14]3. The reactants are O=C1NC(C(C(C1)C1=CC=CC=C1)=O)C1=CC=CC=C1 (2,5-dioxo-4,6-diphenylpiperidine), C(C)O (ethanol), Cl.NO (hydroxylamine hydrochloride), C(C)(=O)[O-].[Na+] (sodium acetate). Run in O (water). Yields the product C1(=CC=CC=C1)C1CC(NC(C1=NO)C1=CC=CC=C1)=O (4,6-diphenyl-5-oximino-2-oxopiperidine). The yield is 13.6%. Reaction SMILES: [O:1]=[C:2]1[CH2:7][CH:6]([C:8]2[CH:13]=[CH:12][CH:11]=[CH:10][CH:9]=2)[C:5](=O)[CH:4]([C:15]2[CH:20]=[CH:19][CH:18]=[CH:17][CH:16]=2)[NH:3]1.C(O)C.Cl.[NH2:25][OH:26].C([O-])(=O)C.[Na+]>O>[C:8]1([CH:6]2[C:5](=[N:25][OH:26])[CH:4]([C:15]3[CH:20]=[CH:19][CH:18]=[CH:17][CH:16]=3)[NH:3][C:2](=[O:1])[CH2:7]2)[CH:13]=[CH:12][CH:11]=[CH:10][CH:9]=1 |f:2.3,4.5|. Reported procedure: In a round-bottom flask were placed 15 g (50.6 mmol) of the nitro lactam 4,6-diphenyl-5-nitro-2-oxopiperidine and 85 mL of methylene chloride. Potassium tert-butoxide (5.72 g, 50.6 mmol) was added and the mixture was stirred for 15 min. To this system was added 85 mL of methanol. The mixture was stirred for 15 min and the system was cooled to -78° C. Ozone was bubbled through the reaction mixture for 4 hours, nitrogen was bubbled through the mixture, 10 mL of dimethyl sulfide was added and nitro... The reactants are compound, C(C1=CC=CC=C1)[C@@H]1N(C(OC1)=O)C([C@H]([C@H](O)C1=CC=C(C=C1)OCC1=CC=CC=C1)OC1=CC=C(C=C1)F)=O ((S)-4-benzyl-3-[(2S,3R)-3-(4-benzyloxyphenyl)-2-(4-fluorophenoxy)-3-hydroxypropionyl]oxazolidin-2-one). The reagents and catalysts are [Pd] (palladium-charcoal). Product: C(C1=CC=CC=C1)[C@@H]1N(C(OC1)=O)C([C@H]([C@@H](C1=CC=C(C=C1)O)O)OC1=CC=C(C=C1)F)=O ((S)-4-Benzyl-3-[(2S,3R)-2-(4-fluorophenoxy)-3-hydroxy-3-(4-hydroxyphenyl)propionyl]oxazolidin-2-one). RXN SMILES: [CH2:1]([C@H:8]1[CH2:12][O:11][C:10](=[O:13])[N:9]1[C:14](=[O:40])[C@@H:15]([O:32][C:33]1[CH:38]=[CH:37][C:36]([F:39])=[CH:35][CH:34]=1)[C@@H:16]([C:18]1[CH:23]=[CH:22][C:21]([O:24]CC2C=CC=CC=2)=[CH:20][CH:19]=1)[OH:17])[C:2]1[CH:7]=[CH:6][CH:5]=[CH:4][CH:3]=1>[Pd]>[CH2:1]([C@H:8]1[CH2:12][O:11][C:10](=[O:13])[N:9]1[C:14](=[O:40])[C@@H:15]([O:32][C:33]1[CH:38]=[CH:37][C:36]([F:39])=[CH:35][CH:34]=1)[C@H:16]([OH:17])[C:18]1[CH:23]=[CH:22][C:21]([OH:24])=[CH:20][CH:19]=1)[C:2]1[CH:7]=[CH:6][CH:5]=[CH:4][CH:3]=1. Reported procedure: The target compound (1.94 g) was obtained as a foam by carrying out the reaction and the post-treatment according to Reference example 20(c) using (S)-4-benzyl-3-[(2S,3R)-3-(4-benzyloxyphenyl)-2-(4-fluorophenoxy)-3-hydroxypropionyl]oxazolidin-2-one (2.33 g) obtained from Reference example 22(b) and palladium-charcoal (5%, 490 mg).